From a dataset of the Open Reaction Database (ORD), a public repository of structured organic reaction records. describe an organic reaction: reactants, conditions, products, and yield Starting materials: NC1=C(C=CC=C1)S(=O)(=O)N (2-aminobenzenesulfonamide), C([O-])(O)=O.[Na+] (sodium bicarbonate), C(C1=CC=CC=C1)OC=1C=C(C(=O)O)C=CC1 (3-benzyloxybenzoic acid), S(=O)(Cl)Cl (thionyl chloride). The solvent is C1=CC=CC=C1 (benzene), O1CCOCC1 (dioxane). Run at time 1 hour. Product: C(C)#N (acetonitrile), C(C1=CC=CC=C1)OC=1C=C(C(=O)NC2=C(C=CC=C2)S(N)(=O)=O)C=CC1 (3-Benzyloxy-N-(2-sulfamoylphenyl)benzamide). Isolated yield 1.1%. As a reaction SMILES: [CH2:1]([O:8][C:9]1[CH:10]=[C:11]([CH:15]=[CH:16][CH:17]=1)[C:12]([OH:14])=O)[C:2]1[CH:7]=[CH:6][CH:5]=[CH:4][CH:3]=1.S(Cl)(Cl)=O.[NH2:22][C:23]1[CH:28]=[CH:27][CH:26]=[CH:25][C:24]=1[S:29]([NH2:32])(=[O:31])=[O:30].C(=O)(O)[O-].[Na+]>O1CCOCC1.C1C=CC=CC=1>[C:23](#[N:22])[CH3:24].[CH2:1]([O:8][C:9]1[CH:10]=[C:11]([CH:15]=[CH:16][CH:17]=1)[C:12]([NH:22][C:23]1[CH:28]=[CH:27][CH:26]=[CH:25][C:24]=1[S:29](=[O:31])(=[O:30])[NH2:32])=[O:14])[C:2]1[CH:3]=[CH:4][CH:5]=[CH:6][CH:7]=1 |f:3.4|. Procedure: A benzene (40 ml) solution containing 2 g (8.8 mol) of 3-benzyloxybenzoic acid and 8 ml of thionyl chloride was heated under reflux for 2 hours and then the solvent was evaporated. A dioxane (10 ml) solution of the resulting residue was added dropwise to a water-dioxane 1:1 (20 ml) solution containing 1.5 g (8.8 mol) of 2-aminobenzenesulfonamide and 1.62 g (19 mol) of sodium bicarbonate, and the mixture was stirred at room temperature for 1 hour. After completion of the reaction, dioxane was eva... The reactants are COC=1C=C(C=CC1[N+](=O)[O-])C=1CCN(CC1)C(=O)OC(C)(C)C (tert-Butyl 4-(3-methoxy-4-nitrophenyl)-3,6-dihydro-2H-pyridine-1-carboxylate). The reagents and catalysts are [Pd] (palladium-on-charcoal). Run in C(C)(=O)OCC.C(C)O (ethyl acetate ethanol). Product: NC1=C(C=C(C=C1)C1CCN(CC1)C(=O)OC(C)(C)C)OC (tert-Butyl 4-(4-amino-3-methoxyphenyl)piperidine-1-carboxylate). Yield: 99.0%. Reaction SMILES: [CH3:1][O:2][C:3]1[CH:4]=[C:5]([C:12]2[CH2:13][CH2:14][N:15]([C:18]([O:20][C:21]([CH3:24])([CH3:23])[CH3:22])=[O:19])[CH2:16][CH:17]=2)[CH:6]=[CH:7][C:8]=1[N+:9]([O-])=O>C(OCC)(=O)C.C(O)C.[Pd]>[NH2:9][C:8]1[CH:7]=[CH:6][C:5]([CH:12]2[CH2:13][CH2:14][N:15]([C:18]([O:20][C:21]([CH3:22])([CH3:23])[CH3:24])=[O:19])[CH2:16][CH2:17]2)=[CH:4][C:3]=1[O:2][CH3:1] |f:1.2|. Reported procedure: 4.27 g (12.77 mmol) of the product prepared in step 4.2 in 130 mL of an ethyl acetate/ethanol mixture (v/v=1/1) are placed in a hydrogenation autoclave, and 0.54 g of 10% palladium-on-charcoal is added, under an inert atmosphere. The mixture is stirred under a hydrogen pressure of 3 bar at room temperature. After filtration through thin glass fibre paper and evaporation under reduced pressure, 3.87 g of the expected product are obtained in the form of a pink solid, which is used as obtained in t... The reactants are FC1=C2C=C(N(C2=C(C=C1)N(S(=O)(=O)C=1SC=CC1)C)COC)C(=O)O (4-fluoro-1-(methoxymethyl)-7-[methyl(2-thienylsulfonyl)amino]-1H-indole-2-carboxylic acid), CN(C=O)C (N,N-dimethylformamide), Cl.CN(CCCN=C=NCC)C (N-[3-(dimethylamino)propyl]-N′-ethylcarbodiimide hydrochloride). The solvent is C(C)(=O)OCC (ethyl acetate). Conditions: time 2 day. The product is FC1=C2C=C(N(C2=C(C=C1)N(S(=O)(=O)C=1SC=CC1)C)COC)C(=O)N (4-Fluoro-1-(methoxymethyl)-7-[methyl (2-thienylsulfonyl)amino]-1H-indole-2-carboxamide). Yield: 100.0%. Reaction SMILES: [F:1][C:2]1[CH:10]=[CH:9][C:8]([N:11]([CH3:20])[S:12]([C:15]2[S:16][CH:17]=[CH:18][CH:19]=2)(=[O:14])=[O:13])=[C:7]2[C:3]=1[CH:4]=[C:5]([C:24]([OH:26])=O)[N:6]2[CH2:21][O:22][CH3:23].C[N:28](C)C=O.Cl.CN(C)CCCN=C=NCC>C(OCC)(=O)C>[F:1][C:2]1[CH:10]=[CH:9][C:8]([N:11]([CH3:20])[S:12]([C:15]2[S:16][CH:17]=[CH:18][CH:19]=2)(=[O:14])=[O:13])=[C:7]2[C:3]=1[CH:4]=[C:5]([C:24]([NH2:28])=[O:26])[N:6]2[CH2:21][O:22][CH3:23] |f:2.3|. Procedure details: To a mixture of 4-fluoro-1-(methoxymethyl)-7-[methyl(2-thienylsulfonyl)amino]-1H-indole-2-carboxylic acid (0.41 g), 1H-1,2,3-benzotriazol-1-ol-ammonia complex (0.21 g) and N,N-dimethylformamide (15 ml) was added N-[3-(dimethylamino)propyl]-N′-ethylcarbodiimide hydrochloride (0.26 g) at 4° C., and the mixture was stirred at room temperature for 2 days. The reaction solution was diluted with ethyl acetate, washed with water, aqueous sodium hydrogencarbonate solution and saturated brine, dried over... Starting materials: [Al+3], COC(=O)c1ccc(-c2ccc(OC)cc2)cc1, [H-], [H-], [H-], [H-], [Li+], [Na+], C1CCOC1, [OH-], O. Product: COc1ccc(-c2ccc(CO)cc2)cc1. As a reaction SMILES: [Al+3:20].[CH3:1][O:2][c:3]1[cH:4][cH:5][c:6](-[c:9]2[cH:10][cH:11][c:12]([C:13](=[O:14])[O:15][CH3:16])[cH:17][cH:18]2)[cH:7][cH:8]1.[H-:19].[H-:22].[H-:23].[H-:24].[Li+:21].[Na+:27].[O:28]1[CH2:29][CH2:30][CH2:31][CH2:32]1.[OH-:26].[OH2:25]>>[CH3:1][O:2][c:3]1[cH:4][cH:5][c:6](-[c:9]2[cH:10][cH:11][c:12]([CH2:13][OH:14])[cH:17][cH:18]2)[cH:7][cH:8]1. Reactants: CCOC(=O)CCCOc1ccc(CC(N)C(=O)OC(C)(C)C)cc1, CCN(C(C)C)C(C)C, CN(C)C=O, Cc1ccc(S(=O)(=O)Cl)cc1. Yields the product CCOC(=O)CCCOc1ccc(CC(NS(=O)(=O)c2ccc(C)cc2)C(=O)OC(C)(C)C)cc1. RXN SMILES: [CH2:1]([CH3:2])[O:3][C:4]([CH2:5][CH2:6][CH2:7][O:8][c:9]1[cH:10][cH:11][c:12]([CH2:15][CH:16]([C:17](=[O:18])[O:19][C:20]([CH3:21])([CH3:22])[CH3:23])[NH2:24])[cH:13][cH:14]1)=[O:25].[CH:37]([N:38]([CH:39]([CH3:40])[CH3:41])[CH2:42][CH3:43])([CH3:44])[CH3:45].[O:46]=[CH:47][N:48]([CH3:49])[CH3:50].[c:26]1([CH3:36])[cH:27][cH:28][c:29]([S:32](=[O:33])(=[O:34])[Cl:35])[cH:30][cH:31]1>>[CH2:1]([CH3:2])[O:3][C:4]([CH2:5][CH2:6][CH2:7][O:8][c:9]1[cH:10][cH:11][c:12]([CH2:15][CH:16]([C:17](=[O:18])[O:19][C:20]([CH3:21])([CH3:22])[CH3:23])[NH:24][S:32]([c:29]2[cH:28][cH:27][c:26]([CH3:36])[cH:31][cH:30]2)(=[O:33])=[O:34])[cH:13][cH:14]1)=[O:25]. Reactants: [N+](=[N-])=C(C(C)=O)P(OC)(OC)=O (dimethyl (1-diazo-2-oxopropyl)phosphonate), C(=O)([O-])[O-].[K+].[K+] (K2CO3), BrC1=C(N=C2N1N=CC=C2N2CCOCC2)C=O (3-Bromo-8-morpholinoimidazo[1,2-b]pyridazine-2-carbaldehyde). Run in CO (MeOH), CO (MeOH), C(Cl)Cl (DCM). Reaction conditions: time 8 hour. Yields the product BrC1=C(N=C2N1N=CC=C2N2CCOCC2)C#C (4-(3-Bromo-2-ethynylimidazo[1,2-b]pyridazin-8-yl)morpholine). Reaction SMILES: [Br:1][C:2]1[N:6]2[N:7]=[CH:8][CH:9]=[C:10]([N:11]3[CH2:16][CH2:15][O:14][CH2:13][CH2:12]3)[C:5]2=[N:4][C:3]=1[CH:17]=O.[C:19]([O-])([O-])=O.[K+].[K+].[N+](=C(P(=O)(OC)OC)C(=O)C)=[N-]>CO.C(Cl)Cl>[Br:1][C:2]1[N:6]2[N:7]=[CH:8][CH:9]=[C:10]([N:11]3[CH2:16][CH2:15][O:14][CH2:13][CH2:12]3)[C:5]2=[N:4][C:3]=1[C:17]#[CH:19] |f:1.2.3|. Procedure details: To a suspension of compound 14b (0.78 g, 2.5 mmol) in MeOH (20 mL) was added K2CO3 (1.1 g, 7.5 mmol) and a solution of dimethyl (1-diazo-2-oxopropyl)phosphonate (0.53 g, 2.7 mmol) in MeOH (5 mL). The reaction mixture was stirred at rt overnight, diluted with DCM (200 mL), and washed with water (20 mL) and brine (20 mL). The organic layer was dried over MgSO4, filtered and concentrated. The residue obtained was purified by flash column chromatography on silica gel (0-20% EtOAc/DCM) to give compou... Reactants: OC=1C(=CC2=C(OCCO2)C1)C1C(N(C2=CC=C3C(=C12)SC=N3)CCC(C)C)=O (8-(7-hydroxy-2,3-dihydrobenzo[b][1,4]dioxin-6-yl)-6-isopentyl-6H-thiazolo[5,4-e]indol-7(8H)-one), C1(=CC=CC=C1)C(N1C(C(C2=CC=CC=C12)C1=C(C=C(C(=C1)C)OC)O)=O)C1=CC=CC=C1 (1-(diphenylmethyl)-3-(2-hydroxy-4-methoxy-5-methylphenyl)-1,3-dihydro-2H-indol-2-one). Product: C(CC(C)C)N1C(C2(C3=C4C(=CC=C13)N=CS4)COC=4C2=CC=2OCCOC2C4)=O (6′-isopentyl-3,7-dihydro-2H-spiro[benzofuro[5,6-b][1,4]dioxine-8,8′-thiazolo[5,4-e]indol]-7′(6′H)-one). RXN SMILES: [OH:1][C:2]1[C:3]([CH:12]2[C:20]3[C:15](=[CH:16][CH:17]=[C:18]4[N:23]=[CH:22][S:21][C:19]4=3)[N:14]([CH2:24][CH2:25][CH:26]([CH3:28])[CH3:27])[C:13]2=[O:29])=[CH:4][C:5]2[O:10][CH2:9][CH2:8][O:7][C:6]=2[CH:11]=1.[C:30]1(C(C2C=CC=CC=2)N2C3C(=CC=CC=3)C(C3C=C(C)C(OC)=CC=3O)C2=O)C=CC=CC=1>>[CH2:24]([N:14]1[C:15]2[C:20](=[C:19]3[S:21][CH:22]=[N:23][C:18]3=[CH:17][CH:16]=2)[C:12]2([C:3]3=[CH:4][C:5]4[O:10][CH2:9][CH2:8][O:7][C:6]=4[CH:11]=[C:2]3[O:1][CH2:30]2)[C:13]1=[O:29])[CH2:25][CH:26]([CH3:27])[CH3:28]. Procedure: Following the procedure as described in EXAMPLE 2 and making non-critical variations using 8-(7-hydroxy-2,3-dihydrobenzo[b][1,4]dioxin-6-yl)-6-isopentyl-6H-thiazolo[5,4-e]indol-7(8H)-one to replace 1-(diphenylmethyl)-3-(2-hydroxy-4-methoxy-5-methylphenyl)-1,3-dihydro-2H-indol-2-one, 6′-isopentyl-3,7-dihydro-2H-spiro[benzofuro[5,6-b][1,4]dioxine-8,8′-thiazolo[5,4-e]indol]-7′(6′H)-one was obtained (17%) as a colorless solid: mp 169-171° C.; 1H NMR (300 MHz, CDCl3) δ8.89 (s, 1H), 8.18 (d, J=8.5 Hz,...